The task is: describe an organic reaction: reactants, conditions, products, and yield. This data is from the Open Reaction Database (ORD), a public repository of structured organic reaction records. Starting materials: CCOC(=O)Cl, ClCCl, Nc1ccccc1-c1ccccc1, [Na+], [OH-], c1ccncc1. Product: CCOC(=O)Nc1ccccc1-c1ccccc1. RXN SMILES: [Cl:1][C:2](=[O:3])[O:4][CH2:5][CH3:6].[Cl:28][CH2:29][Cl:30].[NH2:7][c:8]1[c:9](-[c:14]2[cH:15][cH:16][cH:17][cH:18][cH:19]2)[cH:10][cH:11][cH:12][cH:13]1.[Na+:27].[OH-:26].[cH:20]1[cH:21][cH:22][n:23][cH:24][cH:25]1>>[C:2](=[O:3])([O:4][CH2:5][CH3:6])[NH:7][c:8]1[c:9](-[c:14]2[cH:15][cH:16][cH:17][cH:18][cH:19]2)[cH:10][cH:11][cH:12][cH:13]1. Starting materials: BrC=1C=CC=2NC3=CC=CC=C3C2C1 (3-bromo-9H-carbazole), [Cu]C#N (copper(I) cyanide), CO (Methanol), O (water). Run in CN1C(CCC1)=O (N-Methyl-2-pyrrolidinone). Conditions: temperature 200 celsius. The product is C1=CC(=CC=2C3=CC=CC=C3NC12)C#N (9H-carbazole-3-carbonitrile). Yield: 26.3%. As a reaction SMILES: Br[C:2]1[CH:3]=[CH:4][C:5]2[NH:6][C:7]3[C:12]([C:13]=2[CH:14]=1)=[CH:11][CH:10]=[CH:9][CH:8]=3.[Cu][C:16]#[N:17].O.CO>CN1CCCC1=O>[CH:4]1[C:5]2[NH:6][C:7]3[C:12](=[CH:11][CH:10]=[CH:9][CH:8]=3)[C:13]=2[CH:14]=[C:2]([C:16]#[N:17])[CH:3]=1. Procedure details: To a solution of 3-bromo-9H-carbazole (4.00 g, 16.3 mmol, 1 equiv) in N-Methyl-2-pyrrolidinone (40 mL) was added copper(I) cyanide (1.6012 g, 17.9 mmol, 1.1 equiv). The mixture was sealed and heated at 200° C. until TLC showed no starting material. The reaction solution was cooled and 60 mL of water was added. The off-white precipitate was filtered off and washed with EtOAc (3×20 mL). This filtrate was extracted with ethyl acetate (3×20 mL). The combined organic layers were washed with water (20... Starting materials: FC(C=1C=C(C=C(C1)C(F)(F)F)[C@@H](C)O[C@H]1OCC[C@H]([C@@H]1C1=CC=CC=C1)[C@@H]1N(CC1)C)(F)F ((2R)-2-((2R,3R,4R)-{(1R)-1-[3,5-Bis(trifluoromethyl)phenyl]ethoxy}-tetrahydro-3-phenyl-2H-pyran-4-yl)-1-methylazetidine), N1(CCCC1)C(=O)[O-] (1-pyrrolidinecarboxylate). Product: FC(C=1C=C(C=C(C1)C(F)(F)F)[C@@H](C)O[C@H]1OCC[C@H]([C@@H]1C1=CC=CC=C1)C1C2N(C(O1)=O)CCC2)(F)F (1-((2R,3R,4R)-{(1R)-1-[3,5-Bis(trifluoromethyl)phenyl]-ethoxy}tetrahydro-3-phenyl-2H-pyran-4-yl)tetrahydro-1H,3H-pyrrolo[1,2-c]oxazol-3-one). As a reaction SMILES: [F:1][C:2]([F:34])([F:33])[C:3]1[CH:4]=[C:5]([C@H:13]([O:15][C@@H:16]2[C@@H:21]([C:22]3[CH:27]=[CH:26][CH:25]=[CH:24][CH:23]=3)[C@H:20]([C@H:28]3CCN3C)[CH2:19][CH2:18][O:17]2)[CH3:14])[CH:6]=[C:7]([C:9]([F:12])([F:11])[F:10])[CH:8]=1.[N:35]1([C:40]([O-:42])=[O:41])[CH2:39][CH2:38][CH2:37][CH2:36]1>>[F:11][C:9]([F:10])([F:12])[C:7]1[CH:6]=[C:5]([C@H:13]([O:15][C@@H:16]2[C@@H:21]([C:22]3[CH:23]=[CH:24][CH:25]=[CH:26][CH:27]=3)[C@H:20]([CH:28]3[O:41][C:40](=[O:42])[N:35]4[CH2:39][CH2:38][CH2:37][CH:36]34)[CH2:19][CH2:18][O:17]2)[CH3:14])[CH:4]=[C:3]([C:2]([F:34])([F:33])[F:1])[CH:8]=1. Reported procedure: Prepared from (2R or S)-2-[(R or S)-((2R,3R,4R)-{(1R)-1-[3,5-bis(trifluoromethyl)phenyl]ethoxy}tetrahydro-3-phenyl-2H-pyran-4-yl)hydroxymethyl]-1-pyrrolidinecarboxylate (Example 41, Isomer B) according to the method of Example 42. Starting materials: CN=C=O, Fc1ccc(Cn2c(NC3CCN(CCNc4nccs4)CC3)nc3ccccc32)cc1, C1CCOC1. Yields the product CNC(=O)N(CCN1CCC(Nc2nc3ccccc3n2Cc2ccc(F)cc2)CC1)c1nccs1. As a reaction SMILES: [CH3:1][N:2]=[C:3]=[O:4].[F:5][c:6]1[cH:7][cH:8][c:9]([CH2:12][n:13]2[c:14]([NH:22][CH:23]3[CH2:24][CH2:25][N:26]([CH2:29][CH2:30][NH:31][c:32]4[s:33][cH:34][cH:35][n:36]4)[CH2:27][CH2:28]3)[n:15][c:16]3[c:17]2[cH:18][cH:19][cH:20][cH:21]3)[cH:10][cH:11]1.[O:37]1[CH2:38][CH2:39][CH2:40][CH2:41]1>>[CH3:1][NH:2][C:3](=[O:4])[N:31]([CH2:30][CH2:29][N:26]1[CH2:25][CH2:24][CH:23]([NH:22][c:14]2[n:13]([CH2:12][c:9]3[cH:8][cH:7][c:6]([F:5])[cH:11][cH:10]3)[c:17]3[c:16]([n:15]2)[cH:21][cH:20][cH:19][cH:18]3)[CH2:28][CH2:27]1)[c:32]1[s:33][cH:34][cH:35][n:36]1. Procedure details: Under a nitrogen atmosphere, boron tribromide (6 mL of a 1 M solution in dichloromethane) was added to a solution of 1-[4-amino-2-(2-methoxyethyl)-2H-pyrazolo[3,4-c]quinolin-1-yl]-2-methylpropan-2-ol (0.500 g, 1.59 mmol) in dichloromethane (8 mL), and the reaction was stirred for four hours. The dichloromethane was removed under reduced pressure, and the residue was dissolved in a mixture of ethanol and 3 N hydrochloric acid. A solution of 7 N ammonia in methanol was added, and then the solvent ... Run at time 4 hour. Product: NC1=NC=2C=CC=CC2C=2C1=NN(C2CC(C)(O)C)CCO (1-[4-amino-2-(2-hydroxyethyl)-2H-pyrazolo[3,4-c]quinolin-1-yl]-2-methylpropan-2-ol). Yield: 24.1%. The reactants are B(Br)(Br)Br (boron tribromide), solution, NC1=NC=2C=CC=CC2C=2C1=NN(C2CC(C)(O)C)CCOC (1-[4-amino-2-(2-methoxyethyl)-2H-pyrazolo[3,4-c]quinolin-1-yl]-2-methylpropan-2-ol). Run in ClCCl (dichloromethane), ClCCl (dichloromethane). Reaction SMILES: B(Br)(Br)Br.[NH2:5][C:6]1[C:15]2=[N:16][N:17]([CH2:24][CH2:25][O:26]C)[C:18]([CH2:19][C:20]([CH3:23])([OH:22])[CH3:21])=[C:14]2[C:13]2[CH:12]=[CH:11][CH:10]=[CH:9][C:8]=2[N:7]=1>ClCCl>[NH2:5][C:6]1[C:15]2=[N:16][N:17]([CH2:24][CH2:25][OH:26])[C:18]([CH2:19][C:20]([CH3:23])([OH:22])[CH3:21])=[C:14]2[C:13]2[CH:12]=[CH:11][CH:10]=[CH:9][C:8]=2[N:7]=1. The reactants are CCO, O=[N+]([O-])c1ccncc1Nc1ccc2[nH]ncc2c1. Yields the product Nc1ccncc1Nc1ccc2[nH]ncc2c1. RXN SMILES: [CH3:20][CH2:21][OH:22].[N+:1]([O-:2])(=[O:3])[c:4]1[c:5]([NH:10][c:11]2[cH:12][c:13]3[cH:14][n:15][nH:16][c:17]3[cH:18][cH:19]2)[cH:6][n:7][cH:8][cH:9]1>>[NH2:1][c:4]1[c:5]([NH:10][c:11]2[cH:12][c:13]3[cH:14][n:15][nH:16][c:17]3[cH:18][cH:19]2)[cH:6][n:7][cH:8][cH:9]1.